describe an organic reaction: reactants, conditions, products, and yield From a dataset of the Open Reaction Database (ORD), a public repository of structured organic reaction records. The reactants are S1C(=NN=C1)NC(=S)NC(OCC)=O ([(1,3,4-thiadiazol-2-ylamino)thioxomethyl]carbamic acid, ethyl ester). Run in [OH-].[Na+] (sodium hydroxide). The product is S1C(=NN=C1)NC(=S)N (1,3,4-thiadiazol-2-ylthiourea). Isolated yield 72.5%. RXN SMILES: [S:1]1[CH:5]=[N:4][N:3]=[C:2]1[NH:6][C:7]([NH:9]C(=O)OCC)=[S:8]>[OH-].[Na+]>[S:1]1[CH:5]=[N:4][N:3]=[C:2]1[NH:6][C:7]([NH2:9])=[S:8] |f:1.2|. Reported procedure: A solution of 10 g of [(1,3,4-thiadiazol-2-ylamino)thioxomethyl]carbamic acid, ethyl ester (from Preparation 1) in 150 ml of 1N sodium hydroxide was heated at reflux for ninety minutes. The solution was cooled and concentrated by evaporation under reduced pressure. The precipitated solid was collected by filtration and dissolved in 20 ml of water. The aqueous solution was acidified by addition of 200 ml of 1N hydrochloric acid. The product was collected by filtration and recrystallized from N,N-... Starting materials: ClCCOCCOCCO (Cl(CH2CH2O)3H), CNC (dimethylamine). Conditions: time 30 hour. Yields the product CN(CCOCCOCCO)C (8-dimethylamino-3,6-dioxaoctanol). As a reaction SMILES: Cl[CH2:2][CH2:3][O:4][CH2:5][CH2:6][O:7][CH2:8][CH2:9][OH:10].[CH3:11][NH:12][CH3:13]>>[CH3:11][N:12]([CH3:13])[CH2:2][CH2:3][O:4][CH2:5][CH2:6][O:7][CH2:8][CH2:9][OH:10]. Procedure: Commercial Cl(CH2CH2O)3H (abb. ClE3H) (2.0 mole) and dimethylamine (20.0 mole) were mixed in a flask (3.0 l) fitted with a condenser and stirred (RT) for 30 hours. TLC (Si-gel) examination showed the complete consumption of the ClE3H. Excess dimethylamine was removed by two consecutive evaporations under reduced pressure. The residual material was reconstituted in CHCl3, dried (MgSO4), filtered and evaporated to dryness to produce the product, 8-dimethylamino-3,6-dioxaoctanol. As a reaction SMILES: C([O:5][C:6]([CH2:8][NH:9][C:10]([NH:32][C:33]1[C:38]([CH3:39])=[CH:37][CH:36]=[CH:35][C:34]=1[CH3:40])=[N:11][C:12]1[C:21]2[C:16](=[CH:17][C:18]([O:24][CH2:25][CH2:26][N:27]3[CH2:31][CH2:30][CH2:29][CH2:28]3)=[C:19]([O:22][CH3:23])[CH:20]=2)[N:15]=[CH:14][N:13]=1)=[O:7])(C)(C)C.FC(F)(F)C(O)=O>>[C:6]([CH2:8][NH:9][C:10]([NH:32][C:33]1[C:38]([CH3:39])=[CH:37][CH:36]=[CH:35][C:34]=1[CH3:40])=[N:11][C:12]1[C:21]2[C:16](=[CH:17][C:18]([O:24][CH2:25][CH2:26][N:27]3[CH2:28][CH2:29][CH2:30][CH2:31]3)=[C:19]([O:22][CH3:23])[CH:20]=2)[N:15]=[CH:14][N:13]=1)([OH:7])=[O:5]. Procedure details: Using an analogous procedure to that described in Example 4, N-(tert-butoxycarbonylmethyl)-N′-(2,6-dimethylphenyl)-N″-[6-methoxy-7-(2-pyrrolidin-1-ylethoxy)quinazolin-4-yl]guanidine was reacted with trifluoroacetic acid to give the title compound in 65% yield; NMR Spectrum: (DMSOd6, 100° C.) 1.78 (m, 4H), 2.32 (s, 6H), 2.67 (m, 4H), 2.94 (t, 2H), 3.85 (s, 3H), 4.09 (s, 2H), 4.28 (t, 2H), 7.1 (s, 1H), 7.19 (s, 3H), 7.74 (s, 1H), 8.48 (s, 1H), 10.8–11.7 (br s, 1H); Mass Spectrum: M+H+ 493. Yields the product C(=O)(O)CNC(=NC1=NC=NC2=CC(=C(C=C12)OC)OCCN1CCCC1)NC1=C(C=CC=C1C)C (N-carboxymethyl-N′-(2,6-dimethylphenyl)-N″-[6-methoxy-7-(2-pyrrolidin-1-ylethoxy)quinazolin-4-yl]guanidine). Yield: 65.0%. Starting materials: C(C)(C)(C)OC(=O)CNC(=NC1=NC=NC2=CC(=C(C=C12)OC)OCCN1CCCC1)NC1=C(C=CC=C1C)C (N-(tert-butoxycarbonylmethyl)-N′-(2,6-dimethylphenyl)-N″-[6-methoxy-7-(2-pyrrolidin-1-ylethoxy)quinazolin-4-yl]guanidine), FC(C(=O)O)(F)F (trifluoroacetic acid). Starting materials: C1(CCCCC1)NC(C1=C(C=CC(=C1)OC1=C2CCCC2=C(C=C1C)[N+](=O)[O-])OC)=O (N-Cyclohexyl-2-methoxy-5-(5-methyl-7-nitroindan-4-yl oxy)benzamide), [I-].[Li+] (lithium iodide). The solvent is N1=C(C=C(C=C1C)C)C (2,4,6-collidine). Yields the product C1(CCCCC1)NC(C1=C(C=CC(=C1)OC1=C2CCCC2=C(C=C1C)[N+](=O)[O-])O)=O (N-Cyclohexyl-2-hydroxy-5-(5-methyl-7-nitroindan-4-yloxy) benzamide). The yield is 72.4%. As a reaction SMILES: [CH:1]1([NH:7][C:8](=[O:31])[C:9]2[CH:14]=[C:13]([O:15][C:16]3[C:24]([CH3:25])=[CH:23][C:22]([N+:26]([O-:28])=[O:27])=[C:21]4[C:17]=3[CH2:18][CH2:19][CH2:20]4)[CH:12]=[CH:11][C:10]=2[O:29]C)[CH2:6][CH2:5][CH2:4][CH2:3][CH2:2]1.[I-].[Li+]>N1C(C)=CC(C)=CC=1C>[CH:1]1([NH:7][C:8](=[O:31])[C:9]2[CH:14]=[C:13]([O:15][C:16]3[C:24]([CH3:25])=[CH:23][C:22]([N+:26]([O-:28])=[O:27])=[C:21]4[C:17]=3[CH2:18][CH2:19][CH2:20]4)[CH:12]=[CH:11][C:10]=2[OH:29])[CH2:2][CH2:3][CH2:4][CH2:5][CH2:6]1 |f:1.2|. Procedure details: N-Cyclohexyl-2-methoxy-5-(5-methyl-7-nitroindan-4-yl oxy)benzamide (40 mg) and lithium iodide (38 mg) were dissolved in 2,4,6-collidine (2 mL). The mixture was heated under reflux for 15 hours. Adding water, the reaction mixture was extracted with ethyl acetate. The organic layer was washed with 1 mol/L hydrochloric acid, water and brine successively, and dried over anhydrous magnesium sulfate. The solvent was removed under reduced pressure. The residue was purified by column chromatography on s... Reported procedure: To a mixture of the Step D product (210 mg, 0.665 mmol) and tetrabromomethane (231 mg, 0.7 mmol) in anhydrous dichloromethane (5 mL) under N2 at 0° C. was added powdered triphenylphosphine (192 mg, 0.73 mmol). After 90 minutes further aliquots of tetrabromomethane (23 mg, 0.07 mmol) and powdered triphenylphosphine (19 mg, 0.073 mmol) were added and the mixture stirred for 6 hours. The solvent was then removed under vacuum and the residue was purified by flash chromatography on a 12 g RediSep col... The reactants are BrCC1=C(C=CC(=C1)C(F)(F)F)C(C1(CCCCC1)C)OC (2-(bromomethyl)-1-(methoxy(1-methylcyclohexyl)methyl)-4-(trifluoromethyl)benzene), [Cl-].[Li+] (lithium chloride), FC(C=1C=C(CNC=2N=NN(N2)C)C=C(C1)C(F)(F)F)(F)F (N-(3,5-bis(trifluoromethyl)benzyl)-2-methyl-2H-tetrazol-5-amine), [H-].[Na+] (sodium hydride), [H][H] (Hydrogen). Product: COC(C1=C(CN(C=2N=NN(N2)C)CC2=CC(=CC(=C2)C(F)(F)F)C(F)(F)F)C=C(C=C1)C(F)(F)F)C1(CCCCC1)C (N-(2-(methoxy(1-methylcyclohexyl)methyl)-5-(trifluoromethyl)benzyl)-N-(3,5-bis(trifluoromethyl)benzyl)-2-methyl-2H-tetrazol-5-amine). Solvent: CN(C=O)C (N,N-dimethylformamide), CN(C=O)C (N,N-dimethylformamide), O (water). Run at time 16 hour. As a reaction SMILES: [F:1][C:2]([F:22])([F:21])[C:3]1[CH:4]=[C:5]([CH:14]=[C:15]([C:17]([F:20])([F:19])[F:18])[CH:16]=1)[CH2:6][NH:7][C:8]1[N:9]=[N:10][N:11]([CH3:13])[N:12]=1.[H-].[Na+].[H][H].Br[CH2:28][C:29]1[CH:34]=[C:33]([C:35]([F:38])([F:37])[F:36])[CH:32]=[CH:31][C:30]=1[CH:39]([O:47][CH3:48])[C:40]1([CH3:46])[CH2:45][CH2:44][CH2:43][CH2:42][CH2:41]1.[Cl-].[Li+]>CN(C)C=O.O>[CH3:48][O:47][CH:39]([C:40]1([CH3:46])[CH2:45][CH2:44][CH2:43][CH2:42][CH2:41]1)[C:30]1[CH:31]=[CH:32][C:33]([C:35]([F:38])([F:37])[F:36])=[CH:34][C:29]=1[CH2:28][N:7]([CH2:6][C:5]1[CH:4]=[C:3]([C:2]([F:1])([F:21])[F:22])[CH:16]=[C:15]([C:17]([F:19])([F:20])[F:18])[CH:14]=1)[C:8]1[N:9]=[N:10][N:11]([CH3:13])[N:12]=1 |f:1.2,5.6|. The yield is 977.4%. The product is NC=1C=C(C(=O)C2=C(C(=O)OCC3=CC=CC=C3)C=CC=C2)C=CC1N (benzyl 2-(3,4-diaminobenzoyl)benzoate). The reagents and catalysts are [Fe] (iron). Reaction SMILES: [NH2:1][C:2]1[CH:25]=[CH:24][C:5]([C:6]([C:8]2[CH:23]=[CH:22][CH:21]=[CH:20][C:9]=2[C:10]([O:12][CH2:13][C:14]2[CH:19]=[CH:18][CH:17]=[CH:16][CH:15]=2)=[O:11])=[O:7])=[CH:4][C:3]=1[N+:26]([O-])=O.C([O-])=O.[NH4+]>O1CCCC1.O.[Fe]>[NH2:26][C:3]1[CH:4]=[C:5]([CH:24]=[CH:25][C:2]=1[NH2:1])[C:6]([C:8]1[CH:23]=[CH:22][CH:21]=[CH:20][C:9]=1[C:10]([O:12][CH2:13][C:14]1[CH:19]=[CH:18][CH:17]=[CH:16][CH:15]=1)=[O:11])=[O:7] |f:1.2|. Run in O1CCCC1 (tetrahydrofuran), O (water). Reaction conditions: temperature 80 celsius, time 90 minute. Starting materials: NC1=C(C=C(C(=O)C2=C(C(=O)OCC3=CC=CC=C3)C=CC=C2)C=C1)[N+](=O)[O-] (benzyl 2-(4-amino-3-nitrobenzoyl)benzoate), C(=O)[O-].[NH4+] (ammonium formate). Procedure: A 1 L three-neck flask equipped with a mechanical stirrer was charged with a mixture of benzyl 2-(4-amino-3-nitrobenzoyl)benzoate (50 g, 133 mmole), iron powder (74 g, 1.30 mol), and ammonium formate (167 g, 2.60 mol) in tetrahydrofuran (300 mL) and water (200 mL). The mixture was stirred vigorously at 80° C. for 90 minutes, cooled to room temperature and filtered through celite. The celite was washed with ethyl acetate (500 mL), and the filtrate was partitioned. The organic portion was washed w... The reactants are C(C)(C)(C)C1=CC=C(C=C1)C1C(CCC1=O)C1=CC=C(C=C1)NC(OC(C)(C)C)=O (tert-butyl 4-(2-(4-tert-butylphenyl)-3-oxocyclopentyl)phenylcarbamate). The solvent is ClCCl (dichloromethane), FC(C(=O)O)(F)F (trifluoroacetic acid), C(C)(=O)OCC (ethyl acetate). Product: NC1=CC=C(C=C1)C1C(C(CC1)=O)C1=CC=C(C=C1)C(C)(C)C (3-(4-aminophenyl)-2-(4-tert-butylphenyl)cyclopentanone). Isolated yield 59.7%. As a reaction SMILES: [C:1]([C:5]1[CH:10]=[CH:9][C:8]([CH:11]2[C:15](=[O:16])[CH2:14][CH2:13][CH:12]2[C:17]2[CH:22]=[CH:21][C:20]([NH:23]C(=O)OC(C)(C)C)=[CH:19][CH:18]=2)=[CH:7][CH:6]=1)([CH3:4])([CH3:3])[CH3:2]>ClCCl.FC(F)(F)C(O)=O.C(OCC)(=O)C>[NH2:23][C:20]1[CH:19]=[CH:18][C:17]([CH:12]2[CH2:13][CH2:14][C:15](=[O:16])[CH:11]2[C:8]2[CH:7]=[CH:6][C:5]([C:1]([CH3:4])([CH3:3])[CH3:2])=[CH:10][CH:9]=2)=[CH:22][CH:21]=1. Procedure details: A mixture of Example 7G (1.3 g, 3.19 mmol) in dichloromethane (12 mL) and trifluoroacetic acid (4 mL) was stirred at ambient temperature for 1 hour. The mixture was diluted with ethyl acetate (100 mL) and washed with saturated NaHCO3 solution (30 mL×3) and brine (30 mL). The organic layer was dried over Na2SO4, filtered and concentrated in vacuo. The residue was purified by preparative thin layer chromatography (petroleum ether/ethyl acetate=2:1, v/v) to afford the title compound (586 mg, 1.906 ...